From a dataset of the Open Reaction Database (ORD), a public repository of structured organic reaction records. describe an organic reaction: reactants, conditions, products, and yield Solvent: C(Cl)(Cl)Cl (chloroform). Procedure: To a stirred mixture of 90.5 g (0.44 moles) sodium 2-carboethoxyethyl sulfonate (the product of Example 26) in 300 ml chloroform, 92 g (0.44 moles) phosphorus pentachloride was added in small portions, maintaining the temperature of the reaction mixture below 40° C. during the addition. The reaction mixture was refluxed for about 6 hours, and then filtered. Nitrogen was bubbled through the solution to remove excess hydrogen chloride gas. Stripping of the solvent gave 28.4 g of the above-identifi... Starting materials: C(=O)(OCC)CCS(=O)(=O)[O-].[Na+] (sodium 2-carboethoxyethyl sulfonate), product, P(Cl)(Cl)(Cl)(Cl)Cl (phosphorus pentachloride). Isolated yield 32.2%. Reaction SMILES: [C:1]([CH2:6][CH2:7][S:8]([O-:11])(=O)=[O:9])([O:3][CH2:4][CH3:5])=[O:2].[Na+].P(Cl)(Cl)(Cl)(Cl)[Cl:14]>C(Cl)(Cl)Cl>[C:1]([CH2:6][CH2:7][S:8]([Cl:14])(=[O:11])=[O:9])([O:3][CH2:4][CH3:5])=[O:2] |f:0.1|. Yields the product C(=O)(OCC)CCS(=O)(=O)Cl (2-Carboethoxyethylsulfonyl chloride). Starting materials: CC(C(=O)NC)(CC=1SC=CC1)C (2,2,N-trimethyl-3-thiophen-2-yl-propionamide), ClC1=NC=CC(=N1)Cl (2,4-dichloro-pyrimidine), CC1(NC(CC(C1)N)(C)C)C (2,2,6,6-tetramethyl-piperidin-4-ylamine). The product is CC(C(=O)NC)(CC=1SC(=CC1)C1=NC(=NC=C1)NC1CC(NC(C1)(C)C)(C)C)C (2,2,N-Trimethyl-3-{5-[2-(2,2,6,6-tetramethyl-piperidin-4-ylamino)-pyrimidin-4-yl]-thiophen-2-yl}-propionamide). RXN SMILES: [CH3:1][C:2]([CH3:13])([CH2:7][C:8]1[S:9][CH:10]=[CH:11][CH:12]=1)[C:3]([NH:5][CH3:6])=[O:4].Cl[C:15]1[N:20]=[C:19](Cl)[CH:18]=[CH:17][N:16]=1.[CH3:22][C:23]1([CH3:32])[CH2:28][CH:27]([NH2:29])[CH2:26][C:25]([CH3:31])([CH3:30])[NH:24]1>>[CH3:1][C:2]([CH3:13])([CH2:7][C:8]1[S:9][C:10]([C:17]2[CH:18]=[CH:19][N:20]=[C:15]([NH:29][CH:27]3[CH2:28][C:23]([CH3:32])([CH3:22])[NH:24][C:25]([CH3:31])([CH3:30])[CH2:26]3)[N:16]=2)=[CH:11][CH:12]=1)[C:3]([NH:5][CH3:6])=[O:4]. Procedure: The title compound was prepared analogous to Steps B and C of Method A, starting from 2,2,N-trimethyl-3-thiophen-2-yl-propionamide, 2,4-dichloro-pyrimidine and 2,2,6,6-tetramethyl-piperidin-4-ylamine. The reactants are ClC1=C(C=CC=C1)C1=C(C=C2C(=N1)OC(=C2C=O)C(C(C)(C)C)=O)C2=CC=C(C=C2)Cl (6-(2-Chlorophenyl)-5-(4-chlorophenyl)-2-(2,2-dimethylpropanoyl)furo[2,3-b]pyridine-3-carbaldehyde), CO (MeOH), [C-]#N.[Na+] (sodium cyanide). The reagents and catalysts are [O-2].[O-2].[Mn+4] (manganese dioxide). Reaction conditions: time 4 hour. Product: ClC1=C(C=CC=C1)C1=C(C=C2C(=N1)OC(=C2C(=O)OC)C(C(C)(C)C)=O)C2=CC=C(C=C2)Cl (Methyl 6-(2-chlorophenyl)-5-(4-chlorophenyl)-2-(2,2-dimethylpropanoyl)furo[2,3-b]pyridine-3-carboxylate). Reaction SMILES: [Cl:1][C:2]1[CH:7]=[CH:6][CH:5]=[CH:4][C:3]=1[C:8]1[N:13]=[C:12]2[O:14][C:15]([C:19](=[O:24])[C:20]([CH3:23])([CH3:22])[CH3:21])=[C:16]([CH:17]=[O:18])[C:11]2=[CH:10][C:9]=1[C:25]1[CH:30]=[CH:29][C:28]([Cl:31])=[CH:27][CH:26]=1.[C-]#N.[Na+].[CH3:35][OH:36]>[O-2].[O-2].[Mn+4]>[Cl:1][C:2]1[CH:7]=[CH:6][CH:5]=[CH:4][C:3]=1[C:8]1[N:13]=[C:12]2[O:14][C:15]([C:19](=[O:24])[C:20]([CH3:23])([CH3:22])[CH3:21])=[C:16]([C:17]([O:36][CH3:35])=[O:18])[C:11]2=[CH:10][C:9]=1[C:25]1[CH:30]=[CH:29][C:28]([Cl:31])=[CH:27][CH:26]=1 |f:1.2,4.5.6|. Reported procedure: A 10 mL rb flask equipped with a magnetic stir bar and a septum was charged with a solution of 50 mg (0.11 mmol) of the product of Example 90, in 2 mL MeOH, 24 mg (0.27 mmol) of manganese dioxide and ca. 5 mg of sodium cyanide was added. The reaction mixture was stirred at room temperature for 4 h, then filtered and evaporated in vacuo. The residue was purified on a silica gel flash chromatography column eluted with 0–10% EtOAc-hexane. Evaporation of the purified fractions and drying in vacuo af... Procedure: Reaction of 4-bromo-2-fluorobenzonitrile 11 with sodium methoxide in methanol gives 35. The product is BrC1=CC(=C(C(OC)=N)C=C1)F (Methyl 4-bromo-2-fluorobenzimidate). RXN SMILES: [Br:1][C:2]1[CH:9]=[CH:8][C:5]([C:6]#[N:7])=[C:4]([F:10])[CH:3]=1.[CH3:11][O-:12].[Na+]>CO>[Br:1][C:2]1[CH:9]=[CH:8][C:5]([C:6](=[NH:7])[O:12][CH3:11])=[C:4]([F:10])[CH:3]=1 |f:1.2|. Starting materials: BrC1=CC(=C(C#N)C=C1)F (4-bromo-2-fluorobenzonitrile), C[O-].[Na+] (sodium methoxide). The solvent is CO (methanol). Conditions: time 3 hour. The reactants are [OH-].[Mn+2].[OH-] (manganese hydroxide), N[C@@H](CCC(=O)O)C(=O)O (glutamic acid), CCCCCC (hexane). Solvent: O (water), O (water). Reported procedure: The recovered manganese hydroxide was than placed into a beaker provided with a reflux condenser and Dean Stark water trap. 15.5 grams (0.105 Mole) glutamic acid was added. 100 ml hexane was thereafter added and stirred and boiled at atmospheric pressure for 3 hours. During the course of the reaction about 3.6-3.8 ml water was removed from the reaction media and acquired in the Dean Stark apparatus. The reaction mixture was then cooled and filtered yielding 21 grams of manganese glutamate. The p... The product is N[C@@H](CCC(=O)[O-])C(=O)[O-].[Mn+2] (manganese glutamate). As a reaction SMILES: [OH-].[Mn+2:2].[OH-].[NH2:4][C@H:5]([C:11]([OH:13])=[O:12])[CH2:6][CH2:7][C:8]([OH:10])=[O:9].CCCCCC>O>[NH2:4][C@H:5]([C:11]([O-:13])=[O:12])[CH2:6][CH2:7][C:8]([O-:10])=[O:9].[Mn+2:2] |f:0.1.2,6.7|.